This data is from the Open Reaction Database (ORD), a public repository of structured organic reaction records. The task is: describe an organic reaction: reactants, conditions, products, and yield Reactants: C(C)(=O)O (acetic acid), O1CCOCC1 (dioxane), [OH-].[Na+] (sodium hydroxide), NC1=NC(=C(C=C1C(=O)OCC)C1=CC=C(C=C1)Cl)Cl (2-Amino-6-chloro-5-(4-chlorophenyl)-3-pyridinecarboxylic acid, ethyl ester). The solvent is O (water). Product: NC1=NC(=C(C=C1C(=O)O)C1=CC=C(C=C1)Cl)Cl (2-AMINO-6-CHLORO-5-(4-CHLOROPHENYL)-3-PYRIDINECARBOXYLIC ACID). Reaction SMILES: [NH2:1][C:2]1[C:7]([C:8]([O:10]CC)=[O:9])=[CH:6][C:5]([C:13]2[CH:18]=[CH:17][C:16]([Cl:19])=[CH:15][CH:14]=2)=[C:4]([Cl:20])[N:3]=1.O1CCOCC1.[OH-].[Na+].C(O)(=O)C>O>[NH2:1][C:2]1[C:7]([C:8]([OH:10])=[O:9])=[CH:6][C:5]([C:13]2[CH:14]=[CH:15][C:16]([Cl:19])=[CH:17][CH:18]=2)=[C:4]([Cl:20])[N:3]=1 |f:2.3|. Procedure: 2-Amino-6-chloro-5-(4-chlorophenyl)-3-pyridinecarboxylic acid, ethyl ester (0.3 gram) was partially dissolved in 3 ml water and 3 ml dioxane and then 0.2 gram of sodium hydroxide was added. The reaction mixture was refluxed for 11/2-2 hours and, after the mixture was neutralized with glacial acetic acid, a precipitate formed which was collected and washed with water, yield approximately 250 mg, m.p. 280°-284° C. dec. Reactants: CC(C)(C)OC(=O)N1CCCC1CO, C1CCOC1, CC(C)OC(=O)N=NC(=O)OC(C)C, COC(=O)c1ccc(O)cc1C(=O)OC, c1ccc(P(c2ccccc2)c2ccccc2)cc1. The product is COC(=O)c1ccc(OCC2CCCN2C(=O)OC(C)(C)C)cc1C(=O)OC. Reaction SMILES: [C:16](=[O:17])([O:18][C:19]([CH3:20])([CH3:21])[CH3:22])[N:23]1[CH:24]([CH2:25][OH:26])[CH2:27][CH2:28][CH2:29]1.[CH2:63]1[O:64][CH2:65][CH2:66][CH2:67]1.[O:49]=[C:50]([O:51][CH:52]([CH3:53])[CH3:54])[N:55]=[N:56][C:57]([O:58][CH:59]([CH3:60])[CH3:61])=[O:62].[OH:1][c:2]1[cH:3][c:4]([C:12](=[O:13])[O:14][CH3:15])[c:5]([C:6](=[O:7])[O:8][CH3:9])[cH:10][cH:11]1.[c:30]1([P:31]([c:32]2[cH:33][cH:34][cH:35][cH:36][cH:37]2)[c:38]2[cH:39][cH:40][cH:41][cH:42][cH:43]2)[cH:44][cH:45][cH:46][cH:47][cH:48]1>>[O:1]([c:2]1[cH:3][c:4]([C:12](=[O:13])[O:14][CH3:15])[c:5]([C:6](=[O:7])[O:8][CH3:9])[cH:10][cH:11]1)[CH2:25][CH:24]1[N:23]([C:16](=[O:17])[O:18][C:19]([CH3:20])([CH3:21])[CH3:22])[CH2:29][CH2:28][CH2:27]1. As a reaction SMILES: CI.[C:3]([C:6]1[CH:7]=[C:8]([C:11]([OH:13])=[O:12])[S:9][CH:10]=1)(=[O:5])[CH3:4].[C:14](=O)([O-])[O-].[Na+].[Na+].[Cl-].[Na+]>CN(C)C=O.O>[C:3]([C:6]1[CH:7]=[C:8]([C:11]([O:13][CH3:14])=[O:12])[S:9][CH:10]=1)(=[O:5])[CH3:4] |f:2.3.4,5.6|. Yields the product C(C)(=O)C=1C=C(SC1)C(=O)OC (Methyl 4-acetyl-2-thiophenecarboxylate). Starting materials: [Cl-].[Na+] (sodium chloride), CI (Methyliodide), C(C)(=O)C=1C=C(SC1)C(=O)O (4-acetyl-2-thiophenecarboxylic acid), C([O-])([O-])=O.[Na+].[Na+] (sodium carbonate). The solvent is O (water), CN(C=O)C (N,N-dimethylformamide). Procedure: Methyliodide (783 mg, 5.51 mmoles) was added to a stirred suspension of 4-acetyl-2-thiophenecarboxylic acid (prepared according to Satonaka, H., Bull. Chem. Soc. Japan 56:2463 (1983)) (782 mg, 4.59 mmoles) and sodium carbonate (1.70 g, 16.08 mmoles) in 25 ml of N,N-dimethylformamide. After stirring overnight at room temperature the mixture was poured into water (125 ml), saturated with solid sodium chloride and extracted with ethyl acetate (3×50 ml). The combined extracts were washed with brine,... Run at time 8 hour. Starting materials: NC=1C(=CC(=C(C(=O)N([C@H]2CN(CCC2)C(=O)OC(C)(C)C)C(C)C)C1)C(F)(F)F)O (tert-butyl (3R)-3-[[5-amino-4-hydroxy 2-(trifluoromethyl)benzoyl](isopropyl)amino]-piperidine-1-carboxylate), BrC(C(=O)Cl)C1CCOCC1 (bromo (tetrahydro-2H-pyran-4-yl)acetyl chloride). Yields the product C(C)(C)N([C@H]1CN(CCC1)C(=O)OC(C)(C)C)C(=O)C=1C(=CC2=C(NC(C(O2)C2CCOCC2)=O)C1)C(F)(F)F (tert-Butyl (3R)-3-(isopropyl{[3-oxo-2-(tetrahydro-2H-pyran-4-yl)-7-(trifluoromethyl)-3,4-dihydro-2H-1,4-benzoxazin-6-yl]carbonyl}amino)piperidine-1-carboxylate). RXN SMILES: [NH2:1][C:2]1[C:3]([OH:31])=[CH:4][C:5]([C:27]([F:30])([F:29])[F:28])=[C:6]([CH:26]=1)[C:7]([N:9]([CH:23]([CH3:25])[CH3:24])[C@@H:10]1[CH2:15][CH2:14][CH2:13][N:12]([C:16]([O:18][C:19]([CH3:22])([CH3:21])[CH3:20])=[O:17])[CH2:11]1)=[O:8].Br[CH:33]([CH:37]1[CH2:42][CH2:41][O:40][CH2:39][CH2:38]1)[C:34](Cl)=[O:35]>>[CH:23]([N:9]([C:7]([C:6]1[C:5]([C:27]([F:30])([F:28])[F:29])=[CH:4][C:3]2[O:31][CH:33]([CH:37]3[CH2:42][CH2:41][O:40][CH2:39][CH2:38]3)[C:34](=[O:35])[NH:1][C:2]=2[CH:26]=1)=[O:8])[C@@H:10]1[CH2:15][CH2:14][CH2:13][N:12]([C:16]([O:18][C:19]([CH3:20])([CH3:21])[CH3:22])=[O:17])[CH2:11]1)([CH3:24])[CH3:25]. Reported procedure: Using tert-butyl (3R)-3-[[5-amino-4-hydroxy 2-(trifluoromethyl)benzoyl](isopropyl)amino]-piperidine-1-carboxylate and bromo (tetrahydro-2H-pyran-4-yl)acetyl chloride, the title compound was obtained in a similar manner to Reference Example 55. Reactants: C1(=CC=CC=C1)P(C1=CC=CC=C1)C1=CC=CC=C1 (triphenylphosphine), BrCC(=O)OCCOCCOC (2-(2-methoxyethoxy)ethyl bromoacetate). Run in C1(=CC=CC=C1)C (toluene), C1(=CC=CC=C1)C (toluene). Run at time 4 hour. Product: [Br-].COCCOCCOC(=O)C[P+](C1=CC=CC=C1)(C1=CC=CC=C1)C1=CC=CC=C1 ([[[2-(2-methoxyethoxy)-ethoxy]carbonyl]methyl]triphenylphosphonium bromide). RXN SMILES: [C:1]1([P:7]([C:14]2[CH:19]=[CH:18][CH:17]=[CH:16][CH:15]=2)[C:8]2[CH:13]=[CH:12][CH:11]=[CH:10][CH:9]=2)[CH:6]=[CH:5][CH:4]=[CH:3][CH:2]=1.[Br:20][CH2:21][C:22]([O:24][CH2:25][CH2:26][O:27][CH2:28][CH2:29][O:30][CH3:31])=[O:23]>C1(C)C=CC=CC=1>[Br-:20].[CH3:31][O:30][CH2:29][CH2:28][O:27][CH2:26][CH2:25][O:24][C:22]([CH2:21][P+:7]([C:1]1[CH:2]=[CH:3][CH:4]=[CH:5][CH:6]=1)([C:8]1[CH:13]=[CH:12][CH:11]=[CH:10][CH:9]=1)[C:14]1[CH:15]=[CH:16][CH:17]=[CH:18][CH:19]=1)=[O:23] |f:3.4|. Procedure details: A solution of 12.8 g (49 mmol) of triphenylphosphine in 80 ml of toluene was treated within 10 minutes with a solution of 10.7 g (44.3 mmol) of 2-(2-methoxyethoxy)ethyl bromoacetate in 20 ml of toluene. The reaction mixture was stirred at room temperature for 4 hours. The precipitate was filtered off, washed with toluene and dried in a water-jet vacuum. There was obtained [[[2-(2-methoxyethoxy)-ethoxy]carbonyl]methyl]triphenylphosphonium bromide which is processed directly.